describe an organic reaction: reactants, conditions, products, and yield From a dataset of the Open Reaction Database (ORD), a public repository of structured organic reaction records. Reactants: [N+](=O)([O-])NC1=NC=C(C(N1)=O)CC1=CC(=NC=C1)OC (2-nitroamino-5-(2-methoxy-4-pyridylmethyl)-4-pyrimidone), CC1=C(N=CN1)CSCCN (2-(5-methyl-4-imidazolyl methylthio)ethylamine). Run in C(C)O (ethanol). Product: CC1=C(N=CN1)CSCCNC1=NC=C(C(N1)=O)CC1=CC(=NC=C1)OC (2-[2-(5-methyl-4-imidazolylmethylthio)ethylamino]-5-(2-methoxy-4-pyridylmethyl)-4-pyrimidone). Yield: 51.0%. As a reaction SMILES: [N+]([NH:4][C:5]1[NH:10][C:9](=[O:11])[C:8]([CH2:12][C:13]2[CH:18]=[CH:17][N:16]=[C:15]([O:19][CH3:20])[CH:14]=2)=[CH:7][N:6]=1)([O-])=O.[CH3:21][C:22]1[NH:26][CH:25]=[N:24][C:23]=1[CH2:27][S:28][CH2:29][CH2:30]N>C(O)C>[CH3:21][C:22]1[NH:26][CH:25]=[N:24][C:23]=1[CH2:27][S:28][CH2:29][CH2:30][NH:4][C:5]1[NH:10][C:9](=[O:11])[C:8]([CH2:12][C:13]2[CH:18]=[CH:17][N:16]=[C:15]([O:19][CH3:20])[CH:14]=2)=[CH:7][N:6]=1. Reported procedure: An equimolar mixture of 2-nitroamino-5-(2-methoxy-4-pyridylmethyl)-4-pyrimidone and 2-(5-methyl-4-imidazolyl methylthio)ethylamine was heated under reflux in ethanol for 18 hours. The solid which crystallised out on cooling was recrystallised from methanol to give 2-[2-(5-methyl-4-imidazolylmethylthio)ethylamino]-5-(2-methoxy-4-pyridylmethyl)-4-pyrimidone, m.p. 177-178° in 51% yield. The latter compound was heated under reflux in 2N hydrogen chloride in ethanol for 24 hours and the mixture was e...